Task: describe an organic reaction: reactants, conditions, products, and yield. Dataset: the Open Reaction Database (ORD), a public repository of structured organic reaction records Reactants: C(C)(C)(C)OC(=O)N1[C@@H](CC(C1)=NOC)C(=O)O ((2S,4EZ)-1-(tert-butoxycarbonyl)-4-(methoxyimino)-2-pyrrolidinecarboxylic acid), ClC1=C(C=CC=C1)C1=CC=C(C=C1)C(=O)O (2′-chloro[1,1′-biphenyl]-4-carboxylic acid), CO (methanol). Yields the product ClC1=C(C=CC=C1)C1=CC=C(C=C1)C(=O)N1[C@@H](CC(C1)=NOC)C(=O)OC (Methyl (2S,4EZ)-1-[(2′-chloro[1,1′-biphenyl]-4-yl)carbonyl]-4-(methoxyimino)-2-pyrrolidinecarboxylate). RXN SMILES: C(O[C:6]([N:8]1[CH2:12][C:11](=[N:13][O:14][CH3:15])[CH2:10][C@H:9]1[C:16]([OH:18])=[O:17])=[O:7])(C)(C)C.[Cl:19][C:20]1[CH:25]=[CH:24][CH:23]=[CH:22][C:21]=1[C:26]1[CH:31]=[CH:30][C:29](C(O)=O)=[CH:28][CH:27]=1.[CH3:35]O>>[Cl:19][C:20]1[CH:25]=[CH:24][CH:23]=[CH:22][C:21]=1[C:26]1[CH:27]=[CH:28][C:29]([C:6]([N:8]2[CH2:12][C:11](=[N:13][O:14][CH3:15])[CH2:10][C@H:9]2[C:16]([O:18][CH3:35])=[O:17])=[O:7])=[CH:30][CH:31]=1. Procedure: Following the general method as outlined in Example 11, starting from (2S,4EZ)-1-(tert-butoxycarbonyl)-4-(methoxyimino)-2-pyrrolidinecarboxylic acid, 2′-chloro[1,1′-biphenyl]-4-carboxylic acid, and methanol, the title compound isolated as a mixture of two isomers in 92.3% purity by HPLC. Reactants: O=C(O)c1cc(Cl)cnc1COc1ccc(F)cc1, Cl, COC(=O)c1ccc(C(C)N)cc1. Product: COC(=O)c1ccc(C(C)NC(=O)c2cc(Cl)cnc2COc2ccc(F)cc2)cc1. RXN SMILES: [Cl:1][c:2]1[cH:3][n:4][c:5]([CH2:11][O:12][c:13]2[cH:14][cH:15][c:16]([F:19])[cH:17][cH:18]2)[c:6]([C:7](=[O:8])[OH:9])[cH:10]1.[ClH:20].[NH2:21][CH:22]([CH3:23])[c:24]1[cH:25][cH:26][c:27]([C:28](=[O:29])[O:30][CH3:31])[cH:32][cH:33]1>>[Cl:1][c:2]1[cH:3][n:4][c:5]([CH2:11][O:12][c:13]2[cH:14][cH:15][c:16]([F:19])[cH:17][cH:18]2)[c:6]([C:7](=[O:9])[NH:21][CH:22]([CH3:23])[c:24]2[cH:25][cH:26][c:27]([C:28](=[O:29])[O:30][CH3:31])[cH:32][cH:33]2)[cH:10]1. The reactants are O=C[C@H](C)NC(OC(C)(C)C)=O ((S)-tert-butyl (1-oxopropan-2-yl)carbamate), NC(CO)C(F)(F)F (2-amino-3,3,3-trifluoropropan-1-ol), C(C)(=O)O[BH-](OC(C)=O)OC(C)=O.[Na+] (sodium triacetoxyborohydride). The solvent is C(Cl)Cl (DCM), C(Cl)Cl (DCM). Conditions: time 10 minute. Yields the product FC(C(CO)NC[C@H](C)NC(OC(C)(C)C)=O)(F)F (tert-butyl ((2S)-1-((1,1,1-trifluoro-3-hydroxypropan-2-yl)amino)propan-2-yl)carbamate). The yield is 80.9%. Reaction SMILES: O=[CH:2][C@@H:3]([NH:5][C:6](=[O:12])[O:7][C:8]([CH3:11])([CH3:10])[CH3:9])[CH3:4].[NH2:13][CH:14]([C:17]([F:20])([F:19])[F:18])[CH2:15][OH:16].C(O[BH-](OC(=O)C)OC(=O)C)(=O)C.[Na+]>C(Cl)Cl>[F:18][C:17]([F:20])([F:19])[CH:14]([NH:13][CH2:2][C@@H:3]([NH:5][C:6](=[O:12])[O:7][C:8]([CH3:11])([CH3:10])[CH3:9])[CH3:4])[CH2:15][OH:16] |f:2.3|. Procedure details: To a stirred solution of (S)-tert-butyl (1-oxopropan-2-yl)carbamate (3.15 g, 18.18 mmol), and DCM (91 ml) was added 2-amino-3,3,3-trifluoropropan-1-ol (2.230 g, 17.28 mmol). Stirred at ambient temperature for 10 minutes and then added sodium triacetoxyborohydride (5.78 g, 27.3 mmol). The mixture was stirred overnight. The reaction was diluted with DCM and then washed with 1 N NaOH, brine dried over MgSO4, filtered and the solvent removed to provide 4.0 grams of tert-butyl ((2S)-1-((1,1,1-trifluo... Starting materials: N#Cc1ccc(-n2ccc(OCc3ccccc3)cc2=O)c(F)c1, CO, [H][H]. Product: N#Cc1ccc(-n2ccc(O)cc2=O)c(F)c1. RXN SMILES: [CH2:1]([c:2]1[cH:3][cH:4][cH:5][cH:6][cH:7]1)[O:8][c:9]1[cH:10][c:11](=[O:24])[n:12](-[c:15]2[c:16]([F:23])[cH:17][c:18]([C:19]#[N:20])[cH:21][cH:22]2)[cH:13][cH:14]1.[CH3:27][OH:28].[H:25][H:26]>>[OH:8][c:9]1[cH:10][c:11](=[O:24])[n:12](-[c:15]2[c:16]([F:23])[cH:17][c:18]([C:19]#[N:20])[cH:21][cH:22]2)[cH:13][cH:14]1. The product is ClC1=NC2=CC=CC=C2C=C1C=1N(C2=CC=C(C=C2C1)CCO)C(=O)OC(C)(C)C (tert-butyl 2-(2-chloro-3-quinolinyl)-5-(-hydroxyethyl)-1H-indole-1-carboxylate). RXN SMILES: C[Mg]Br.[Cl:4][C:5]1[C:14]([C:15]2[N:16]([C:26]([O:28][C:29]([CH3:32])([CH3:31])[CH3:30])=[O:27])[C:17]3[C:22]([CH:23]=2)=[CH:21][C:20](C=O)=[CH:19][CH:18]=3)=[CH:13][C:12]2[C:7](=[CH:8][CH:9]=[CH:10][CH:11]=2)[N:6]=1.C1C[O:36][CH2:35][CH2:34]1>>[Cl:4][C:5]1[C:14]([C:15]2[N:16]([C:26]([O:28][C:29]([CH3:32])([CH3:31])[CH3:30])=[O:27])[C:17]3[C:22]([CH:23]=2)=[CH:21][C:20]([CH2:34][CH2:35][OH:36])=[CH:19][CH:18]=3)=[CH:13][C:12]2[C:7](=[CH:8][CH:9]=[CH:10][CH:11]=2)[N:6]=1. Reported procedure: A solution of methylmagnesium bromide in THF (3 M, 0.85 mL, 2.56 mmol, 1.3 equiv) was added to a solution of 2-(2-chloro-3-quinolinyl)-5-formyl-1H-indole-1-carboxylate (8-1, 800 mg, 2.0 mmol, 1 equiv) in THF (25 mL) at 0° C., and the resulting mixture was stirred for 30 minutes. The reaction mixture was partitioned between pH 7 phosphate buffer solution and ethyl acetate (2×100 mL). The combined organic layers were dried over sodium sulfate and concentrated. The residue was purified by flash col... Reaction conditions: time 30 minute. Reactants: C[Mg]Br (methylmagnesium bromide), ClC1=NC2=CC=CC=C2C=C1C=1N(C2=CC=C(C=C2C1)C=O)C(=O)OC(C)(C)C (tert-butyl 2-(2-chloro-3-quinolinyl)-5-formyl-1H-indole-1-carboxylate), C1CCOC1 (THF), C1CCOC1 (THF). Reaction SMILES: [OH-:1].[Li+].[Br:3][C:4]1[CH:5]=[C:6]2[C:11](=[CH:12][CH:13]=1)[CH:10]=[C:9]([O:14][CH:15]1[CH2:19][CH:18]([C:20]([O:22]C)=[O:21])[NH:17][C:16]1=[O:24])[CH:8]=[CH:7]2.Cl>O.O1CCCC1>[Br:3][C:4]1[CH:5]=[C:6]2[C:11](=[CH:12][CH:13]=1)[CH:10]=[C:9]([O:14][CH:15]([C:16]([OH:24])=[O:1])[CH2:19][C@@H:18]([C:20]([OH:22])=[O:21])[NH2:17])[CH:8]=[CH:7]2 |f:0.1|. Solvent: O (water), O1CCCC1 (tetrahydrofuran). Starting materials: [OH-].[Li+] (lithium hydroxide), Cl (HCl), BrC=1C=C2C=CC(=CC2=CC1)OC1C(NC(C1)C(=O)OC)=O (methyl 3-(6-bromo-2-naphthyloxy)-2-pyrrolidone-5-carboxylate). Procedure: A mixture of lithium hydroxide (0.156 g) in water (2.0 ml) and tetrahydrofuran (6.6 ml) was treated with methyl 3-(6-bromo-2-naphthyloxy)-2-pyrrolidone-5-carboxylate (0.615 g), and heated to 60° C. After about 3.0 hours, the reaction mixture was allowed to cool to room temperature. The reaction mixture was treated with 5N HCl (1.30 ml). The insolubles were collected by filtration, washed with 1:1 THF:water (10 ml), THF (10 ml), and water (5 ml). The insolubles were dried overnight in at vacuum o... Product: BrC=1C=C2C=CC(=CC2=CC1)OC(C[C@H](N)C(=O)O)C(=O)O (4-(6-Bromo-2-naphthyloxy)glutamic Acid). Run at temperature 60 celsius, time 3 hour. The reactants are [H][H] (hydrogen), C1CSSC1CCCCC(=O)O (α-Lipoic acid), Cl (hydrochloric acid), C([O-])(O)=O.[Na+] (sodium bicarbonate), [BH4-].[Na+] (sodium borohydride), [BH4-].[Na+] (sodium borohydride). Run in O (water). Run at time 30 minute. Product: SC(CCCCC(=O)O)CCS (6,8-Bismercaptooctanoic acid). As a reaction SMILES: [CH2:1]1[CH:5]([CH2:6][CH2:7][CH2:8][CH2:9][C:10]([OH:12])=[O:11])[S:4][S:3][CH2:2]1.C(=O)(O)[O-].[Na+].[BH4-].[Na+].Cl.[H][H]>O>[SH:4][CH:5]([CH2:1][CH2:2][SH:3])[CH2:6][CH2:7][CH2:8][CH2:9][C:10]([OH:12])=[O:11] |f:1.2,3.4|. Reported procedure: α-Lipoic acid (5.15 g, 25.0 mmol) was suspended in water (125 mL), and sodium bicarbonate (2.1 g, 25.0 mmol) was added. The mixture was stirred to produce a clear solution. The resulting pale yellow solution was cooled in an ice bath, and solid sodium borohydride (1.90 g, 50.0 mmol) was added, with stirring, in small portions over 20 min. The solution was stirred in an ice bath for another 30 min and then at room temperature for 30 min. The cloudy solution was cooled in an ice bath, and the pH w...